This data is from the Open Reaction Database (ORD), a public repository of structured organic reaction records. The task is: describe an organic reaction: reactants, conditions, products, and yield The reactants are NC1[C@@H]2N(C(=C(CS2)C)C(=S)OCC2=CC=C(C=C2)[N+](=O)[O-])C1=O (p-nitrobenzyl 7-amino-3-methylthio-3-cephem-4-carboxylate), C1(=CC=CC=C1)CC(=O)Cl (phenylacetyl chloride), C([O-])(O)=O.[Na+] (sodium bicarbonate). Run in CC(=O)C (acetone). Yields the product C1(=CC=CC=C1)CC(=O)NC1[C@@H]2N(C(=C(CS2)C)C(=S)OCC2=CC=C(C=C2)[N+](=O)[O-])C1=O (p-nitrobenzyl 7-phenylacetamido-3-methylthio-3-cephem-4-carboxylate). As a reaction SMILES: [NH2:1][CH:2]1[C:23](=[O:24])[N:4]2[C:5]([C:10]([O:12][CH2:13][C:14]3[CH:19]=[CH:18][C:17]([N+:20]([O-:22])=[O:21])=[CH:16][CH:15]=3)=[S:11])=[C:6]([CH3:9])[CH2:7][S:8][C@H:3]12.[C:25]1([CH2:31][C:32](Cl)=[O:33])[CH:30]=[CH:29][CH:28]=[CH:27][CH:26]=1.C(=O)(O)[O-].[Na+]>CC(C)=O>[C:25]1([CH2:31][C:32]([NH:1][CH:2]2[C:23](=[O:24])[N:4]3[C:5]([C:10]([O:12][CH2:13][C:14]4[CH:15]=[CH:16][C:17]([N+:20]([O-:22])=[O:21])=[CH:18][CH:19]=4)=[S:11])=[C:6]([CH3:9])[CH2:7][S:8][C@H:3]23)=[O:33])[CH:30]=[CH:29][CH:28]=[CH:27][CH:26]=1 |f:2.3|. Reported procedure: For example, p-nitrobenzyl 7-amino-3-methylthio-3-cephem-4-carboxylate is reacted with phenylacetyl chloride in cold aqueous acetone containing an excess of sodium bicarbonate to provide the acylated compound p-nitrobenzyl 7-phenylacetamido-3-methylthio-3-cephem-4-carboxylate. Similarly, diphenylmethyl 7-amino-3-(1-methyl-1H-tetrazole-5-ylthio)-3-cephem-4-carboxylate is reacted with 2-thienylacetyl chloride in aqueous acetone at a temperature of about 5° to about 10° C. in the presence of sodium... The reactants are CCCCN=C=S, CCOC(C)=O, Nc1cc(Cl)ccc1S(N)(=O)=O. The product is CCCCNC1=NS(=O)(=O)c2ccc(Cl)cc2N1. Reaction SMILES: [CH2:13]([CH2:14][CH2:15][CH3:16])[N:17]=[C:18]=[S:19].[CH3:20][CH2:21][O:22][C:23](=[O:24])[CH3:25].[NH2:1][c:2]1[c:3]([S:9](=[O:10])(=[O:11])[NH2:12])[cH:4][cH:5][c:6]([Cl:8])[cH:7]1>>[NH:1]1[c:2]2[c:3]([cH:4][cH:5][c:6]([Cl:8])[cH:7]2)[S:9](=[O:10])(=[O:11])[N:12]=[C:18]1[NH:17][CH2:13][CH2:14][CH2:15][CH3:16]. Reactants: C1(=CC=CC=C1)C1(CC(C(C2CNCC12)(O)C1=C(C=CC=C1)OC)O)C1=CC=CC=C1 ((3aRS,4RS,5RS,7aRS)-7,7-diphenyl-4-(2-methoxyphenyl)perhydro-4,5-isoindolediol), N1(CCCC1)C1=C(C=CC=C1)CC(=O)O (2-(1-pyrrolidinyl)phenylacetic acid). Yields the product C1(=CC=CC=C1)C1(CC(C(C2CN(CC12)C(CC1=C(C=CC=C1)N1CCCC1)=O)(O)C1=C(C=CC=C1)OC)O)C1=CC=CC=C1 ((3aRS,4RS,5RS,7aRS)-7,7-diphenyl-4-(2-methoxyphenyl)-2-[(2-(1-pyrrolidinyl)phenyl)acetyl]perhydro-4,5-isoindolediol). Yield: 77.8%. Reaction SMILES: [C:1]1([C:7]2([C:26]3[CH:31]=[CH:30][CH:29]=[CH:28][CH:27]=3)[CH:15]3[CH:11]([CH2:12][NH:13][CH2:14]3)[C:10]([C:17]3[CH:22]=[CH:21][CH:20]=[CH:19][C:18]=3[O:23][CH3:24])([OH:16])[CH:9]([OH:25])[CH2:8]2)[CH:6]=[CH:5][CH:4]=[CH:3][CH:2]=1.[N:32]1([C:37]2[CH:42]=[CH:41][CH:40]=[CH:39][C:38]=2[CH2:43][C:44](O)=[O:45])[CH2:36][CH2:35][CH2:34][CH2:33]1>>[C:26]1([C:7]2([C:1]3[CH:2]=[CH:3][CH:4]=[CH:5][CH:6]=3)[CH:15]3[CH:11]([CH2:12][N:13]([C:44](=[O:45])[CH2:43][C:38]4[CH:39]=[CH:40][CH:41]=[CH:42][C:37]=4[N:32]4[CH2:36][CH2:35][CH2:34][CH2:33]4)[CH2:14]3)[C:10]([C:17]3[CH:22]=[CH:21][CH:20]=[CH:19][C:18]=3[O:23][CH3:24])([OH:16])[CH:9]([OH:25])[CH2:8]2)[CH:31]=[CH:30][CH:29]=[CH:28][CH:27]=1. Procedure: By working according to the procedure of Example 1, starting from 0.62 g of (3aRS,4RS,5RS,7aRS)-7,7-diphenyl-4-(2-methoxyphenyl)perhydro-4,5-isoindolediol and 0.40 g of 2-(1-pyrrolidinyl)phenylacetic acid, 0.70 g of (3aRS,4RS,5RS,7aRS)-7,7-diphenyl-4-(2-methoxyphenyl)-2-[(2-(1-pyrrolidinyl)phenyl)acetyl]perhydro-4,5-isoindolediol is obtained, melting at 236° C.